From a dataset of the Open Reaction Database (ORD), a public repository of structured organic reaction records. describe an organic reaction: reactants, conditions, products, and yield Reactants: CCOC(=O)CBr, CS(=O)(=O)OC1CC(CO)N(C(=O)OCc2ccccc2)C1, CCCCCC, Cl, [Li]CCCC. Yields the product CCOC(=O)COCC1CC(OS(C)(=O)=O)CN1C(=O)OCc1ccccc1. As a reaction SMILES: [Br:28][CH2:29][C:30](=[O:31])[O:32][CH2:33][CH3:34].[CH2:6]([c:7]1[cH:8][cH:9][cH:10][cH:11][cH:12]1)[O:13][C:14](=[O:15])[N:16]1[CH:17]([CH2:26][OH:27])[CH2:18][CH:19]([O:21][S:22](=[O:23])(=[O:24])[CH3:25])[CH2:20]1.[CH3:36][CH2:37][CH2:38][CH2:39][CH2:40][CH3:41].[ClH:35].[Li:1][CH2:2][CH2:3][CH2:4][CH3:5]>>[CH2:6]([c:7]1[cH:8][cH:9][cH:10][cH:11][cH:12]1)[O:13][C:14](=[O:15])[N:16]1[CH:17]([CH2:26][O:27][CH2:29][C:30](=[O:31])[O:32][CH2:33][CH3:34])[CH2:18][CH:19]([O:21][S:22](=[O:23])(=[O:24])[CH3:25])[CH2:20]1. The reactants are CN1C(N(C2=C(C1=O)C=C(N2)C2=C(C=CC(=C2)S(=O)(=O)N2CCNCC2)OCCC)CCC)=O (3-Methyl-6-[5-(piperazine-1-sulfonyl)-2-propoxyphenyl]-1-propyl-1,7-dihydropyrrolo[2,3-d]pyrimidine-2,4-dione), C=O (formaldehyde). Reagents/catalysts: [Pd] (palladium). Conditions: time 2 hour. Yields the product CN1C(N(C2=C(C1=O)C=C(N2)C2=C(C=CC(=C2)S(=O)(=O)N2CCN(CC2)C)OCCC)CCC)=O (3-Methyl-6-[5-(4-methylpiperazine-1-sulfonyl)-2-propoxyphenyl]-1-propyl-1,7-dihydropyrrolo[2,3-d]pyrimidine-2,4-dione). The yield is 17.0%. As a reaction SMILES: [CH3:1][N:2]1[C:7](=[O:8])[C:6]2[CH:9]=[C:10]([C:12]3[CH:17]=[C:16]([S:18]([N:21]4[CH2:26][CH2:25][NH:24][CH2:23][CH2:22]4)(=[O:20])=[O:19])[CH:15]=[CH:14][C:13]=3[O:27][CH2:28][CH2:29][CH3:30])[NH:11][C:5]=2[N:4]([CH2:31][CH2:32][CH3:33])[C:3]1=[O:34].[CH2:35]=O>[Pd]>[CH3:1][N:2]1[C:7](=[O:8])[C:6]2[CH:9]=[C:10]([C:12]3[CH:17]=[C:16]([S:18]([N:21]4[CH2:26][CH2:25][N:24]([CH3:35])[CH2:23][CH2:22]4)(=[O:20])=[O:19])[CH:15]=[CH:14][C:13]=3[O:27][CH2:28][CH2:29][CH3:30])[NH:11][C:5]=2[N:4]([CH2:31][CH2:32][CH3:33])[C:3]1=[O:34]. Reported procedure: A mixture of the title compound of Example 87 (0.4 g, 0.82 mmol), formaldehyde (0.14 mL, 37% in water, 1.63 mmol) and palladium 10% on activated carbon (40 mg) was hydrogenated for 2 h. The catalyst was removed by filtration through celite and the filtrate was evaporated under reduced pressure. The resulting crude product was purified by flash column chromatography on silica-gel (dichloromethane-ethanol-ammonium hydroxide 180:8:1) to yield the title compound (0.07 g, 17%) as an off-white solid. Reactants: O=C([O-])[O-], CN(C)C=O, ClCCl, CC(C)I, [K+], [K+], N#Cc1cc(O)cc(-c2nc(-c3ccccn3)no2)c1. The product is CC(C)Oc1cc(C#N)cc(-c2nc(-c3ccccn3)no2)c1. RXN SMILES: [C:21](=[O:22])([O-:23])[O-:24].[CH3:31][N:32]([CH3:33])[CH:34]=[O:35].[Cl:36][CH2:37][Cl:38].[I:27][CH:28]([CH3:29])[CH3:30].[K+:25].[K+:26].[n:1]1[c:2](-[c:7]2[n:8][o:9][c:10](-[c:12]3[cH:13][c:14]([C:19]#[N:20])[cH:15][c:16]([OH:18])[cH:17]3)[n:11]2)[cH:3][cH:4][cH:5][cH:6]1>>[n:1]1[c:2](-[c:7]2[n:8][o:9][c:10](-[c:12]3[cH:13][c:14]([C:19]#[N:20])[cH:15][c:16]([O:18][CH:28]([CH3:29])[CH3:30])[cH:17]3)[n:11]2)[cH:3][cH:4][cH:5][cH:6]1. Starting materials: CCCC(N)C(=O)NC(C)COc1ccc(C#N)cc1, ClCCl, CN1CCOCC1, O=C(Cl)Oc1ccccc1, O. Yields the product CCCC(NC(=O)Oc1ccccc1)C(=O)NC(C)COc1ccc(C#N)cc1. RXN SMILES: [C:18](#[N:19])[c:20]1[cH:21][cH:22][c:23]([O:24][CH2:25][CH:26]([CH3:27])[NH:28][C:29]([CH:30]([NH2:31])[CH2:32][CH2:33][CH3:34])=[O:35])[cH:36][cH:37]1.[CH2:39]([Cl:40])[Cl:41].[CH3:1][N:2]1[CH2:3][CH2:4][O:5][CH2:6][CH2:7]1.[Cl:8][C:9](=[O:10])[O:11][c:12]1[cH:13][cH:14][cH:15][cH:16][cH:17]1.[OH2:38]>>[C:9](=[O:10])([O:11][c:12]1[cH:13][cH:14][cH:15][cH:16][cH:17]1)[NH:31][CH:30]([C:29]([NH:28][CH:26]([CH2:25][O:24][c:23]1[cH:22][cH:21][c:20]([C:18]#[N:19])[cH:37][cH:36]1)[CH3:27])=[O:35])[CH2:32][CH2:33][CH3:34]. The reactants are COc1ccc(CO)cc1, CCOC(C)=O, Cc1nc(Cl)cc(Cl)n1, [K+], CN(C)C=O, [OH-]. Yields the product COc1ccc(COc2cc(Cl)nc(C)n2)cc1. Reaction SMILES: [CH3:1][O:2][c:3]1[cH:4][cH:5][c:6]([CH2:7][OH:8])[cH:9][cH:10]1.[CH3:27][CH2:28][O:29][C:30](=[O:31])[CH3:32].[Cl:13][c:14]1[n:15][c:16]([CH3:21])[n:17][c:18]([Cl:20])[cH:19]1.[K+:12].[O:22]=[CH:23][N:24]([CH3:25])[CH3:26].[OH-:11]>>[CH3:1][O:2][c:3]1[cH:4][cH:5][c:6]([CH2:7][O:8][c:18]2[n:17][c:16]([CH3:21])[n:15][c:14]([Cl:13])[cH:19]2)[cH:9][cH:10]1. Starting materials: FC(COC=1C(=CC(=NC1)C(=O)N(C)OC)C)(C)F (5-(2,2-difluoropropoxy)-N-methoxy-N,4-dimethylpicolinamide), [H-].[Al+3].[Li+].[H-].[H-].[H-] (lithium aluminum hydride), Amine-3. The product is FC(COC=1C(=CC(=NC1)C=O)C)(C)F (5-(2,2-difluoropropoxy)-4-methylpicolinaldehyde). Yield: 99.0%. As a reaction SMILES: [F:1][C:2]([F:19])([CH3:18])[CH2:3][O:4][C:5]1[C:6]([CH3:17])=[CH:7][C:8]([C:11](N(OC)C)=[O:12])=[N:9][CH:10]=1.[H-].[Al+3].[Li+].[H-].[H-].[H-]>>[F:19][C:2]([F:1])([CH3:18])[CH2:3][O:4][C:5]1[C:6]([CH3:17])=[CH:7][C:8]([CH:11]=[O:12])=[N:9][CH:10]=1 |f:1.2.3.4.5.6|. Reported procedure: The title compound is prepared in >99% yield (1.01 g, pale orange solid) from 5-(2,2-difluoropropoxy)-N-methoxy-N,4-dimethylpicolinamide (1.25 g, 4.57 mmol, Step-4) and lithium aluminum hydride (87 mg, 2.3 mmol) in a similar manner to Step-2 of Amine-3. The reactants are CCCCCc1ccc(O)cc1, CN(C(=O)Cl)c1ccccc1. Yields the product CCCCCc1ccc(OC(=O)N(C)c2ccccc2)cc1. Reaction SMILES: [CH2:1]([CH2:2][CH2:3][CH2:4][CH3:5])[c:6]1[cH:7][cH:8][c:9]([OH:12])[cH:10][cH:11]1.[CH3:13][N:14]([C:15](=[O:16])[Cl:17])[c:18]1[cH:19][cH:20][cH:21][cH:22][cH:23]1>>[CH2:1]([CH2:2][CH2:3][CH2:4][CH3:5])[c:6]1[cH:7][cH:8][c:9]([O:12][C:15]([N:14]([CH3:13])[c:18]2[cH:19][cH:20][cH:21][cH:22][cH:23]2)=[O:16])[cH:10][cH:11]1.